describe an organic reaction: reactants, conditions, products, and yield From a dataset of the Open Reaction Database (ORD), a public repository of structured organic reaction records. Reactants: NC1=CC=C(C(=O)OC)C=C1 (methyl 4-aminobenzoate), FC1=C(C=C(C=O)C=C1)[N+](=O)[O-] (4-fluoro-3-nitrobenzaldehyde). Run in C(C)O (ethanol). Reaction conditions: time 16 hour. The product is FC1=C(C=C(\C=N\C2=CC=C(C(=O)OC)C=C2)C=C1)[N+](=O)[O-] ((E)-methyl 4-(4-fluoro-3-nitrobenzylideneamino)benzoate). Isolated yield 93.0%. RXN SMILES: [NH2:1][C:2]1[CH:11]=[CH:10][C:5]([C:6]([O:8][CH3:9])=[O:7])=[CH:4][CH:3]=1.[F:12][C:13]1[CH:20]=[CH:19][C:16]([CH:17]=O)=[CH:15][C:14]=1[N+:21]([O-:23])=[O:22]>C(O)C>[F:12][C:13]1[CH:20]=[CH:19][C:16](/[CH:17]=[N:1]/[C:2]2[CH:3]=[CH:4][C:5]([C:6]([O:8][CH3:9])=[O:7])=[CH:10][CH:11]=2)=[CH:15][C:14]=1[N+:21]([O-:23])=[O:22]. Reported procedure: A mixture of methyl 4-aminobenzoate (4.57 g, 30.2 mmol) and 4-fluoro-3-nitrobenzaldehyde (5.00 g, 29.6 mmol) in ethanol (30 mL) was stirred at room temperature for 16 hours (precipitates formed within 30 min). The solid product was collected by filtration and the trace amount of solvent was removed under vacuum. 8.32 g (83%) of (E)-methyl 4-(4-fluoro-3-nitrobenzylideneamino)benzoate was obtained as a yellow solid.